This data is from the Open Reaction Database (ORD), a public repository of structured organic reaction records. The task is: describe an organic reaction: reactants, conditions, products, and yield The reactants are [H-].[H-].[H-].[H-].[Li+].[Al+3] (LAH), [OH-].[Na+] (NaOH), C(=O)(OC)C=1N(C=CN1)C(C1=CC=CC=C1)(C1=CC=CC=C1)C1=CC=CC=C1 (2-Carbomethoxy-1-tritylimidazole), O (H2O), O (H2O). Solvent: C1CCOC1 (THF), C1CCOC1 (THF). Conditions: time 1 hour. Yields the product OCC=1N(C=CN1)C(C1=CC=CC=C1)(C1=CC=CC=C1)C1=CC=CC=C1 (2-Hydroxymethyl-1-tritylimidazole). The yield is 68.5%. Reaction SMILES: [C:1]([C:5]1[N:6]([C:10]([C:23]2[CH:28]=[CH:27][CH:26]=[CH:25][CH:24]=2)([C:17]2[CH:22]=[CH:21][CH:20]=[CH:19][CH:18]=2)[C:11]2[CH:16]=[CH:15][CH:14]=[CH:13][CH:12]=2)[CH:7]=[CH:8][N:9]=1)(OC)=[O:2].[H-].[H-].[H-].[H-].[Li+].[Al+3].O.[OH-].[Na+]>C1COCC1>[OH:2][CH2:1][C:5]1[N:6]([C:10]([C:11]2[CH:16]=[CH:15][CH:14]=[CH:13][CH:12]=2)([C:17]2[CH:18]=[CH:19][CH:20]=[CH:21][CH:22]=2)[C:23]2[CH:28]=[CH:27][CH:26]=[CH:25][CH:24]=2)[CH:7]=[CH:8][N:9]=1 |f:1.2.3.4.5.6,8.9|. Procedure details: A solution of XXIX (1.1 g, 0.003 mol) in dry THF (10 mL) was added dropwise with stirring at 0°-4° C. to a suspension of LAH (0.14 g, 0.0036 mol) in dry THF (10 mL). The mixture was stirred at room temperature, further cooled, H2O (0.13 mL) added, followed by 10% NaOH (0.2 mL) and finally H2O (0.33 mL). The mixture was stirred at room temperature for 30 minutes, then at 0° C. for 1 hour, filtered and the collected solid, washed with THF, hot EtOH (2x) and CHCl3. The combined filtrates were conce... The reactants are CC=1C=C(C(=C2C=CN(C12)S(=O)(=O)C1=CC=C(C)C=C1)COC1OCCCC1)CO ((±)-(7-Methyl-4-(((tetrahydro-2H-pyran-2-yl)oxy)methyl)-1-tosyl-1H-indol-5-yl)methanol), [H-].[Na+] (NaH), CI (MeI). Run in CN(C)C=O (DMF). Reaction conditions: time 10 minute. Product: COCC=1C(=C2C=CN(C2=C(C1)C)S(=O)(=O)C1=CC=C(C)C=C1)COC1OCCCC1 ((±)-5-(Methoxymethyl)-7-methyl-4-(((tetrahydro-2H-pyran-2-yl)oxy)methyl)-1-tosyl-1H-indole). RXN SMILES: [CH3:1][C:2]1[CH:3]=[C:4]([CH2:29][OH:30])[C:5]([CH2:21][O:22][CH:23]2[CH2:28][CH2:27][CH2:26][CH2:25][O:24]2)=[C:6]2[C:10]=1[N:9]([S:11]([C:14]1[CH:20]=[CH:19][C:17]([CH3:18])=[CH:16][CH:15]=1)(=[O:13])=[O:12])[CH:8]=[CH:7]2.[H-].[Na+].[CH3:33]I>CN(C=O)C>[CH3:33][O:30][CH2:29][C:4]1[C:5]([CH2:21][O:22][CH:23]2[CH2:28][CH2:27][CH2:26][CH2:25][O:24]2)=[C:6]2[C:10](=[C:2]([CH3:1])[CH:3]=1)[N:9]([S:11]([C:14]1[CH:15]=[CH:16][C:17]([CH3:18])=[CH:19][CH:20]=1)(=[O:13])=[O:12])[CH:8]=[CH:7]2 |f:1.2|. Reported procedure: To a solution of (±)-(7-methyl-4-(((tetrahydro-2H-pyran-2-yl)oxy)methyl)-1-tosyl-1H-indol-5-yl)methanol (Example 52-C) (170 mg, 0.40 mmol) in DMF (1 mL) was added NaH (31.7 mg, 60% in mineral oil, 0.79 mmol) at room temperature, and then the mixture was stirred for 10 min. To the mixture was added MeI (25 uL, 0.40 mmol) at room temperature, and then the mixture was stirred for 2.5 h. The reaction was quenched by half saturated aqueous solution of KHSO4, and diluted with EtOAc. The bi-layer was p... The reactants are BrCCCN1CCCC1, Br, COc1cc2c(=O)n(-c3ccc(O)cc3)c(C)nc2cn1. The product is COc1cc2c(=O)n(-c3ccc(OCCCN4CCCC4)cc3)c(C)nc2cn1. Reaction SMILES: [Br:23][CH2:24][CH2:25][CH2:26][N:27]1[CH2:28][CH2:29][CH2:30][CH2:31]1.[BrH:22].[OH:1][c:2]1[cH:3][cH:4][c:5](-[n:8]2[c:9]([CH3:21])[n:10][c:11]3[c:12]([c:13]2=[O:14])[cH:15][c:16]([O:19][CH3:20])[n:17][cH:18]3)[cH:6][cH:7]1>>[O:1]([c:2]1[cH:3][cH:4][c:5](-[n:8]2[c:9]([CH3:21])[n:10][c:11]3[c:12]([c:13]2=[O:14])[cH:15][c:16]([O:19][CH3:20])[n:17][cH:18]3)[cH:6][cH:7]1)[CH2:24][CH2:25][CH2:26][N:27]1[CH2:28][CH2:29][CH2:30][CH2:31]1. Reactants: C(C)(C)(C)OC(=O)C1=NC(=NC(=C1OCC1=CC=CC=C1)O)CC1(CCCCC1)C1=CC=CC=C1 (5-benzyloxy-6-hydroxy-2-(1-phenyl-cyclohexylmethyl)-pyrimidine-4-carboxylic acid tert-butyl ester), O[Li].O (LiOH.H2O). Run in O1CCCC1 (tetrahydrofuran). The product is C(C1=CC=CC=C1)OC=1C(=NC(=NC1O)CC1(CCCCC1)C1=CC=CC=C1)C(=O)O (5-benzyloxy-6-hydroxy-2-(1-phenyl-cyclohexylmethyl)-pyrimidine-4-carboxylic acid). RXN SMILES: C([O:5][C:6]([C:8]1[C:13]([O:14][CH2:15][C:16]2[CH:21]=[CH:20][CH:19]=[CH:18][CH:17]=2)=[C:12]([OH:22])[N:11]=[C:10]([CH2:23][C:24]2([C:30]3[CH:35]=[CH:34][CH:33]=[CH:32][CH:31]=3)[CH2:29][CH2:28][CH2:27][CH2:26][CH2:25]2)[N:9]=1)=[O:7])(C)(C)C.O[Li].O>O1CCCC1>[CH2:15]([O:14][C:13]1[C:8]([C:6]([OH:7])=[O:5])=[N:9][C:10]([CH2:23][C:24]2([C:30]3[CH:35]=[CH:34][CH:33]=[CH:32][CH:31]=3)[CH2:25][CH2:26][CH2:27][CH2:28][CH2:29]2)=[N:11][C:12]=1[OH:22])[C:16]1[CH:21]=[CH:20][CH:19]=[CH:18][CH:17]=1 |f:1.2|. Procedure details: To a stirred solution of 5-benzyloxy-6-hydroxy-2-(1-phenyl-cyclohexylmethyl)-pyrimidine-4-carboxylic acid tert-butyl ester (255) (2.5 g, 5.27 mmol) in tetrahydrofuran (60.0 mL) was added a aqueous solution (30.0 mL) of LiOH.H2O (2.21 g, 52.67 mmol) and the reaction mixture was refluxed for 16 h. After completion of the reaction, the organic solvent was removed on a rotary evaporator and water (10.0 mL) was added. The aqueous solution was acidified with concentrated HCl to pH=5.0 at 0° C. to give...